Dataset: the Open Reaction Database (ORD), a public repository of structured organic reaction records. Task: describe an organic reaction: reactants, conditions, products, and yield The reactants are C1(=CC=CC=C1)CC(C(=O)OC(C)(C)C)N=CC1=CC=CC=C1 (t-butyl 3-phenyl-2-benzylideneaminopropionate), ClC(=O)C(C(C(=O)OC)C)C(F)F (methyl 3-chloroformyl-4,4-difluoro-2-methylbutanoate), C(C1=CC=CC=C1)C(C(=O)OC)C(C(F)F)(C(=O)Cl)C(=O)OCC1=CC=CC=C1 (methyl 2-benzyl-3-benzyloxycarbonyl-3-chloroformyl-4,4-difluorobutanoate), methyl 3-benzyloxycarbonyl-3-chloroformyl-4,4-difluoro-2-methyl butanoate. Product: C(C1=CC=CC=C1)=NC(C(=O)OC(C)(C)C)(C(C(C(C(=O)OC)C)(C(F)F)C(=O)OCC1=CC=CC=C1)=O)CC1=CC=CC=C1 (1-t-butyl 6-methyl 2-benzylideneamino-2-benzyl-4-benzyloxycarbonyl-4-difluoromethyl-5-methyl-3-oxohexanedioate). RXN SMILES: [C:1]1([CH2:7][CH:8]([N:16]=[CH:17][C:18]2[CH:23]=[CH:22][CH:21]=[CH:20][CH:19]=2)[C:9]([O:11][C:12]([CH3:15])([CH3:14])[CH3:13])=[O:10])[CH:6]=[CH:5][CH:4]=[CH:3][CH:2]=1.[CH2:24]([CH:31]([C:36]([C:43]([O:45][CH2:46][C:47]1[CH:52]=[CH:51][CH:50]=[CH:49][CH:48]=1)=[O:44])([C:40](Cl)=[O:41])[CH:37]([F:39])[F:38])[C:32]([O:34][CH3:35])=[O:33])C1C=CC=CC=1.ClC(C(C(F)F)C(C)C(OC)=O)=O>>[CH:17](=[N:16][C:8]([CH2:7][C:1]1[CH:2]=[CH:3][CH:4]=[CH:5][CH:6]=1)([C:40](=[O:41])[C:36]([C:43]([O:45][CH2:46][C:47]1[CH:52]=[CH:51][CH:50]=[CH:49][CH:48]=1)=[O:44])([CH:37]([F:39])[F:38])[CH:31]([CH3:24])[C:32]([O:34][CH3:35])=[O:33])[C:9]([O:11][C:12]([CH3:15])([CH3:13])[CH3:14])=[O:10])[C:18]1[CH:23]=[CH:22][CH:21]=[CH:20][CH:19]=1. Procedure: 1-t-butyl 6-methyl 2-benzylideneamino-2-benzyl-4-benzyloxycarbonyl-4-difluoromethyl-5-methyl-3-oxohexanedioate is prepared in a similar manner except that t-butyl 3-phenyl-2-benzylideneaminopropionate is used in place of t-butyl 2-benzylideneaminopropionate and methyl 2-benzyl-3-benzyloxycarbonyl-3-chloroformyl-4,4-difluorobutanoate and methyl 3-benzyloxycarbonyl-3-chloroformyl-4,4-difluoro-2-methyl butanoate are used respectively in place of methyl 3-chloroformyl-4,4-difluoro-2-methylbutanoate. The reactants are IC1=C(C(=O)O)C(=C(C=C1)OC)OC (2-iodo-5,6-dimethoxybenzoic acid), C1OC=2C=C3C(=CC=NC3=CC2O1)NCCN(C)C (N′-(6,7-Methylenedioxyquinolin-4-yl)-N,N-dimethylethane-1,2-diamine), acid chloride, Compound 7a, C(C(=O)Cl)(=O)Cl (oxalyl chloride), IR(CHCl3). Yields the product C1OC=2C=C3C(=CC=NC3=CC2O1)N(C(C1=C(C=C(C(=C1)OC)OC)I)=O)CCN(C)C (N-(6,7-Methylenedioxyquinolin-4-yl)-N—(N,N-dimethylaminoethyl)-2-iodo-4,5-dimethoxybenzamide). Isolated yield 71.0%. As a reaction SMILES: [CH2:1]1[O:13][C:12]2[CH:11]=[C:10]3[C:5]([C:6]([NH:14][CH2:15][CH2:16][N:17]([CH3:19])[CH3:18])=[CH:7][CH:8]=[N:9]3)=[CH:4][C:3]=2[O:2]1.C(Cl)(=O)[C:21](Cl)=[O:22].[I:26][C:27]1[CH:35]=[CH:34][C:33]([O:36][CH3:37])=[C:32]([O:38][CH3:39])[C:28]=1C(O)=O>>[CH2:1]1[O:13][C:12]2[CH:11]=[C:10]3[C:5]([C:6]([N:14]([CH2:15][CH2:16][N:17]([CH3:19])[CH3:18])[C:21](=[O:22])[C:35]4[CH:34]=[C:33]([O:36][CH3:37])[C:32]([O:38][CH3:39])=[CH:28][C:27]=4[I:26])=[CH:7][CH:8]=[N:9]3)=[CH:4][C:3]=2[O:2]1. Procedure details: Prepared from N′-(6,7-Methylenedioxyquinolin-4-yl)-N,N-dimethylethane-1,2-diamine (1.0 g, 3.84 mmol) in 71% yield with a reaction time of 3 h, from the acid chloride prepared using 10 mmol of oxalyl chloride and 4.8 mmol of 2-iodo-5,6-dimethoxybenzoic acid. Compound 7a had: IR(CHCl3) 1652; 1H NMR (CDCl3) δ 2.74 (s, 6H), 2.66 (t, 2.H, J=7.0), 3.33 (s, 3H), 3.74 (s, 3H), 3.96 (m, 1H), 4.49, (m, 1H), 6.15 (s, 2H), 6.41 (s, 1H), 7.03 (s, 1H), 7.34 (d, 1H, J=4.8), 7.37 (s, 1H), 7.44 (s, 1H), 8.56 (d,... Starting materials: NC=1C=CC2=C(C(N3[C@H](C=4N2C=NC4C(=O)OC(C)(C)C)CCC3)=O)C1 (t-butyl (S)-7-amino-11,12,13,13a-tetrahydro-9-oxo-9H-imidazo[1,5-a]pyrrolo[2,1-c][1,4]benzodiazepine-1-carboxylate), BrN1C(CCC1=O)=O (N-bromosuccinimide), O (water). Solvent: CN(C=O)C (dimethylformamide). Yields the product NC=1C=CC2=C(C(N3[C@H](C=4N2C=NC4C(=O)OC(C)(C)C)CCC3)=O)C1Br (t-butyl (S)-7-amino-8-bromo-11,12,13,13a-tetrahydro-9-oxo-9H-imidazo[1,5-a]pyrrolo[2,1-c][1,4]benzodiazepine-1-carboxylate). RXN SMILES: [NH2:1][C:2]1[CH:3]=[CH:4][C:5]2[N:11]3[CH:12]=[N:13][C:14]([C:15]([O:17][C:18]([CH3:21])([CH3:20])[CH3:19])=[O:16])=[C:10]3[C@@H:9]3[CH2:22][CH2:23][CH2:24][N:8]3[C:7](=[O:25])[C:6]=2[CH:26]=1.[Br:27]N1C(=O)CCC1=O.O>CN(C)C=O>[NH2:1][C:2]1[CH:3]=[CH:4][C:5]2[N:11]3[CH:12]=[N:13][C:14]([C:15]([O:17][C:18]([CH3:21])([CH3:19])[CH3:20])=[O:16])=[C:10]3[C@@H:9]3[CH2:22][CH2:23][CH2:24][N:8]3[C:7](=[O:25])[C:6]=2[C:26]=1[Br:27]. Procedure: 1.5 g (4.2 mmol) of t-butyl (S)-7-amino-11,12,13,13a-tetrahydro-9-oxo-9H-imidazo[1,5-a]pyrrolo[2,1-c][1,4]benzodiazepine-1-carboxylate and 0.783 g (4.4 mmol) of N-bromosuccinimide in 15 ml of dimethylformamide are stirred at room temperature for 45 minutes, subsequently poured into 250 ml of water and extracted three times with chloroform. The chloroform solution is washed three times with water, dried over magnesium sulphate and evaporated. The residue obtained is chromatographed on silica gel ... The reactants are C1CCOC1, COC(=O)c1ccccc1COc1ccc(CCCOc2ccc(OS(C)(=O)=O)cc2)cc1, Cl, [Li+], [OH-], O. Product: CS(=O)(=O)Oc1ccc(OCCCc2ccc(OCc3ccccc3C(=O)O)cc2)cc1. RXN SMILES: [CH2:37]1[O:38][CH2:39][CH2:40][CH2:41]1.[CH3:1][S:2](=[O:3])(=[O:4])[O:5][c:6]1[cH:7][cH:8][c:9]([O:10][CH2:11][CH2:12][CH2:13][c:14]2[cH:15][cH:16][c:17]([O:18][CH2:19][c:20]3[c:21]([C:22](=[O:23])[O:24][CH3:25])[cH:26][cH:27][cH:28][cH:29]3)[cH:30][cH:31]2)[cH:32][cH:33]1.[ClH:36].[Li+:34].[OH-:35].[OH2:42]>>[CH3:1][S:2](=[O:3])(=[O:4])[O:5][c:6]1[cH:7][cH:8][c:9]([O:10][CH2:11][CH2:12][CH2:13][c:14]2[cH:15][cH:16][c:17]([O:18][CH2:19][c:20]3[c:21]([C:22](=[O:23])[OH:24])[cH:26][cH:27][cH:28][cH:29]3)[cH:30][cH:31]2)[cH:32][cH:33]1. The reactants are NC1=CC=C(C(=O)OCC)C=C1 (ethyl p-aminobenzoate), CN(P(=O)(N(C)C)N(C)C)C (hexamethylphosphoramide), [I-].[Na+] (sodium iodide), C1(=CC=CC=C1)CCCCCCl (5-phenylpentyl chloride). Solvent: C(C)O (ethanol), O (water). Reaction conditions: temperature 110 celsius. The product is C1(=CC=CC=C1)CCCCCNC1=CC=C(C(=O)OCC)C=C1 (Ethyl p-[(5-phenylpentyl)amino]benzoate). As a reaction SMILES: [NH2:1][C:2]1[CH:12]=[CH:11][C:5]([C:6]([O:8][CH2:9][CH3:10])=[O:7])=[CH:4][CH:3]=1.[I-].[Na+].[C:15]1([CH2:21][CH2:22][CH2:23][CH2:24][CH2:25]Cl)[CH:20]=[CH:19][CH:18]=[CH:17][CH:16]=1.CN(C)P(N(C)C)(N(C)C)=O>C(O)C.O>[C:15]1([CH2:21][CH2:22][CH2:23][CH2:24][CH2:25][NH:1][C:2]2[CH:3]=[CH:4][C:5]([C:6]([O:8][CH2:9][CH3:10])=[O:7])=[CH:11][CH:12]=2)[CH:20]=[CH:19][CH:18]=[CH:17][CH:16]=1 |f:1.2|. Procedure details: A mixture of 18.2 g. of ethyl p-aminobenzoate 10.2 g. of sodium iodide, 10.0 g. of 5-phenylpentyl chloride and 60 ml. of hexamethylphosphoramide is stirred and heated at 110° C. in an oil bath for 20 hours. The mixture is chilled, diluted with 25 ml. of water and 25 ml. of ethanol, chilled and filtered. The solid is washed with 50 ml. of ethanol-water (1:1), with water and once with cold ethanol to give pale yellow crystals, m.p. 63°-64° C. Recrystallization from ethanol gives off-white crystals...